This data is from the Open Reaction Database (ORD), a public repository of structured organic reaction records. The task is: describe an organic reaction: reactants, conditions, products, and yield Starting materials: IC (iodomethane), C(CC(O)(C(=O)O)CC(=O)O)(=O)O (citric acid), ice, ClC1=C(OC2=CC=NC=C2C(=O)NC2=C(C=CC(=C2)F)OC)C=C(C=C1)Cl (4-(2,5-dichloro-phenoxy)-N-(5-fluoro-2-methoxy-phenyl)-nicotinamide), CC(C)([O-])C.[K+] (potassium tert-butoxide). Solvent: O1CCCC1 (tetrahydrofuran). Reaction conditions: time 16 hour. Product: ClC1=C(OC2=CC=NC=C2C(=O)N(C)C2=C(C=CC(=C2)F)OC)C=C(C=C1)Cl (4-(2,5-Dichloro-phenoxy)-N-(5-fluoro-2-methoxy-phenyl)-N-methyl-nicotinamide). Isolated yield 44.7%. RXN SMILES: [Cl:1][C:2]1[CH:26]=[CH:25][C:24]([Cl:27])=[CH:23][C:3]=1[O:4][C:5]1[C:10]([C:11]([NH:13][C:14]2[CH:19]=[C:18]([F:20])[CH:17]=[CH:16][C:15]=2[O:21][CH3:22])=[O:12])=[CH:9][N:8]=[CH:7][CH:6]=1.[CH3:28]C(C)([O-])C.[K+].IC.C(O)(=O)CC(CC(O)=O)(C(O)=O)O>O1CCCC1>[Cl:1][C:2]1[CH:26]=[CH:25][C:24]([Cl:27])=[CH:23][C:3]=1[O:4][C:5]1[C:10]([C:11]([N:13]([C:14]2[CH:19]=[C:18]([F:20])[CH:17]=[CH:16][C:15]=2[O:21][CH3:22])[CH3:28])=[O:12])=[CH:9][N:8]=[CH:7][CH:6]=1 |f:1.2|. Reported procedure: To an ice-cold suspension of 0.07 g (0.17 mmol) 4-(2,5-dichloro-phenoxy)-N-(5-fluoro-2-methoxy-phenyl)-nicotinamide in 1 mL tetrahydrofuran were added 0.019 g (0.17 mmol) potassium tert-butoxide followed by 10 μl (0.18 mmol) iodomethane. The suspension was stirred at room temperature for 16 hours, poured onto 10% aqueous citric acid solution and was extracted three times with ethyl acetate. The combined organic layers were washed with brine, dried over magnesium sulfate, filtered, treated with s... Reactants: BrBr, COc1ccc(-c2cscc2-c2ccc(S(C)(=O)=O)cc2)cc1, CC(=O)O. Yields the product COc1ccc(-c2c(-c3ccc(S(C)(=O)=O)cc3)csc2Br)cc1. Reaction SMILES: [Br:24][Br:25].[CH3:1][S:2](=[O:3])(=[O:4])[c:5]1[cH:6][cH:7][c:8](-[c:11]2[cH:12][s:13][cH:14][c:15]2-[c:16]2[cH:17][cH:18][c:19]([O:22][CH3:23])[cH:20][cH:21]2)[cH:9][cH:10]1.[CH3:26][C:27](=[O:28])[OH:29]>>[CH3:1][S:2](=[O:3])(=[O:4])[c:5]1[cH:6][cH:7][c:8](-[c:11]2[cH:12][s:13][c:14]([Br:24])[c:15]2-[c:16]2[cH:17][cH:18][c:19]([O:22][CH3:23])[cH:20][cH:21]2)[cH:9][cH:10]1. The reactants are CS(C)=O, C[S+](C)C, CC(=O)c1ccc(F)cc1, [H-], [I-], [Na+], O. Product: CC1(c2ccc(F)cc2)CO1. Reaction SMILES: [CH3:18][S:19]([CH3:20])=[O:21].[CH3:2][S+:3]([CH3:4])[CH3:5].[F:8][c:9]1[cH:10][cH:11][c:12]([C:15]([CH3:16])=[O:17])[cH:13][cH:14]1.[H-:6].[I-:1].[Na+:7].[OH2:22]>>[CH3:2][C:15]1([c:12]2[cH:11][cH:10][c:9]([F:8])[cH:14][cH:13]2)[CH2:16][O:17]1. Starting materials: ClC=1C=C(C=CC1Cl)N[C@@H](C)C(=O)O (N-(3,4-dichlorophenyl)alanine), BrCC(=O)OC(C)(C)C (tert-butyl bromoacetate). Solvent: EtOAc hexanes. Yields the product C(C)(C)(C)OC(=O)COC([C@@H](NC1=CC(=C(C=C1)Cl)Cl)C)=O (N-(3,4-dichlorophenyl)alanine tert-butyloxycarbonylmethyl ester). As a reaction SMILES: [Cl:1][C:2]1[CH:3]=[C:4]([NH:9][C@H:10]([C:12]([OH:14])=[O:13])[CH3:11])[CH:5]=[CH:6][C:7]=1[Cl:8].Br[CH2:16][C:17]([O:19][C:20]([CH3:23])([CH3:22])[CH3:21])=[O:18]>>[C:20]([O:19][C:17]([CH2:16][O:13][C:12](=[O:14])[C@H:10]([CH3:11])[NH:9][C:4]1[CH:5]=[CH:6][C:7]([Cl:8])=[C:2]([Cl:1])[CH:3]=1)=[O:18])([CH3:23])([CH3:22])[CH3:21]. Procedure details: Following General Procedure AE above and using N-(3,4-dichlorophenyl)alanine (from Example AB above) and tert-butyl bromoacetate (Aldrich), the title compound was prepared as a solid. The reaction was monitored by silica gel tlc (Rf=0.57 in 25% EtOAc/hexanes). Purification was by recrystallization from ethanol. Reactants: CCOC(C)=O, CC(C)(N)CN. Product: CC(=O)NCC(C)(C)N. As a reaction SMILES: [CH3:1][CH2:2][O:3][C:4]([CH3:5])=[O:6].[NH2:7][CH2:8][C:9]([CH3:10])([CH3:11])[NH2:12]>>[C:4]([CH3:5])(=[O:6])[NH:7][CH2:8][C:9]([CH3:10])([CH3:11])[NH2:12]. The reactants are C(#N)CCCCC1=CC=C(N=N1)NC(CC1=CC(=CC=C1)OC(F)(F)F)=O (N-(6-(4-cyanobutyl)pyridazin-3-yl)-2-(3-(trifluoromethoxy)phenyl)acetamide), NNC(=S)N (thiosemicarbazide), C(=O)(C(F)(F)F)O (TFA). The solvent is C1(=CC=CC=C1)C (Toluene). Conditions: temperature 65 celsius, time 5 hour. The product is NC1=NN=C(S1)CCCCC1=CC=C(N=N1)NC(CC1=CC(=CC=C1)OC(F)(F)F)=O (N-(6-(4-(5-amino-1,3,4-thiadiazol-2-yl)butyl)pyridazin-3-yl)-2-(3-(trifluoromethoxy)phenyl)acetamide). RXN SMILES: [C:1]([CH2:3][CH2:4][CH2:5][CH2:6][C:7]1[N:12]=[N:11][C:10]([NH:13][C:14](=[O:27])[CH2:15][C:16]2[CH:21]=[CH:20][CH:19]=[C:18]([O:22][C:23]([F:26])([F:25])[F:24])[CH:17]=2)=[CH:9][CH:8]=1)#[N:2].N[NH:29][C:30]([NH2:32])=[S:31].C(O)(C(F)(F)F)=O>C1(C)C=CC=CC=1>[NH2:32][C:30]1[S:31][C:1]([CH2:3][CH2:4][CH2:5][CH2:6][C:7]2[N:12]=[N:11][C:10]([NH:13][C:14](=[O:27])[CH2:15][C:16]3[CH:21]=[CH:20][CH:19]=[C:18]([O:22][C:23]([F:24])([F:25])[F:26])[CH:17]=3)=[CH:9][CH:8]=2)=[N:2][N:29]=1. Procedure: 1118 (1.0 equiv., 0.154 mol, 58.2 g) was charged into a 500 mL round bottom flask along with thiosemicarbazide (1.2 equiv., 0.184 mol, 16.8 g). TFA (5 vol., 291 mL) slowly added to reaction vessel while stirring. The reaction slurry was heated in a 65° C. bath with an open top reflux condenser. The reaction usually goes to completion after 5 hours (determined by LC/MS). Toluene (10 vol., 582 mL) added to deep red solution, azeotroped by rotary evaporation (bath≦30° C.) to a red oil. Slowly trans... Starting materials: ClC1=CC=C(C=C1)C1=CC=2N(C=N1)C(N(N2)CC=2C=NC(=CC2)C(F)(F)F)=O (7-(4-chlorophenyl)-2-((6-(trifluoromethyl)pyridin-3-yl)methyl)-[1,2,4]triazolo[4,3-c]pyrimidin-3(2H)-one), C([O-])([O-])=O.[Ca+2] (calcium carbonate), [Br-].[Br-].[Br-].C[N+](CC1=CC=CC=C1)(C)C.C[N+](CC1=CC=CC=C1)(C)C.C[N+](CC1=CC=CC=C1)(C)C (N,N,N-trimethyl-1-phenylmethanaminium tribromide). The solvent is ClC(C)Cl (dichloroethane). Run at temperature 70 celsius. Yields the product BrC=1C=2N(C=NC1C1=CC=C(C=C1)Cl)C(N(N2)CC=2C=NC(=CC2)C(F)(F)F)=O (8-bromo-7-(4-chlorophenyl)-2-((6-(trifluoromethyl)pyridin-3-yl)methyl)-[1,2,4]triazolo[4,3-c]pyrimidin-3(2H)-one). The yield is 90.0%. As a reaction SMILES: [Cl:1][C:2]1[CH:7]=[CH:6][C:5]([C:8]2[N:13]=[CH:12][N:11]3[C:14](=[O:28])[N:15]([CH2:17][C:18]4[CH:19]=[N:20][C:21]([C:24]([F:27])([F:26])[F:25])=[CH:22][CH:23]=4)[N:16]=[C:10]3[CH:9]=2)=[CH:4][CH:3]=1.C(=O)([O-])[O-].[Ca+2].[Br-:34].[Br-].[Br-].C[N+](C)(C)CC1C=CC=CC=1.C[N+](C)(C)CC1C=CC=CC=1.C[N+](C)(C)CC1C=CC=CC=1>ClC(Cl)C>[Br:34][C:9]1[C:10]2[N:11]([C:14](=[O:28])[N:15]([CH2:17][C:18]3[CH:19]=[N:20][C:21]([C:24]([F:26])([F:25])[F:27])=[CH:22][CH:23]=3)[N:16]=2)[CH:12]=[N:13][C:8]=1[C:5]1[CH:4]=[CH:3][C:2]([Cl:1])=[CH:7][CH:6]=1 |f:1.2,3.4.5.6.7.8|. Reported procedure: To a solution of 7-(4-chlorophenyl)-2-((6-(trifluoromethyl)pyridin-3-yl)methyl)-[1,2,4]triazolo[4,3-c]pyrimidin-3(2H)-one (40.5 mg, 0.10 mmol) in dichloroethane (5 mL) at room temperature under argon was added calcium carbonate (10.0 mg, 0.10 mmol) and N,N,N-trimethyl-1-phenylmethanaminium tribromide (39.0 mg, 0.10 mmol). The resulting suspension was stirred and heated at 70° C. under argon for 2 h. Analysis by HPLC/MS indicated that most of the starting material had been consumed. After the rea...